Dataset: the Open Reaction Database (ORD), a public repository of structured organic reaction records. Task: describe an organic reaction: reactants, conditions, products, and yield The reactants are NC1=NC(=C2NC=NC2=N1)Cl (2-amino-6-chloropurine), C([O-])([O-])=O.[K+].[K+] (potassium carbonate), O (water), NC1=NC(=C2N=CN(C2=N1)C1C(C1(C(=O)OC(C)C)C(=O)OC(C)C)(Cl)Cl)Cl (2-amino-6-chloro-9-(3,3-dicarboisopropoxy-2,2-dichlorocyclopropyl)purine). The solvent is CS(=O)C (dimethylsulfoxide). Product: ClC(C=C(C(=O)OC(C)C)C(=O)OC(C)C)(Cl)Cl (diisopropyl 2,2,2-trichloroethylidenemalonate), pale yellow crystals. The yield is 67.9%. Reaction SMILES: NC1N=C2C(NC=N2)=C([Cl:11])N=1.C(=O)([O-])[O-].[K+].[K+].O.NC1N=C2C(N=CN2[CH:29]2[C:31]([C:38]([O:40][CH:41]([CH3:43])[CH3:42])=[O:39])([C:32]([O:34][CH:35]([CH3:37])[CH3:36])=[O:33])[C:30]2([Cl:45])[Cl:44])=C(Cl)N=1>CS(C)=O>[Cl:11][C:30]([Cl:44])([Cl:45])[CH:29]=[C:31]([C:32]([O:34][CH:35]([CH3:36])[CH3:37])=[O:33])[C:38]([O:40][CH:41]([CH3:42])[CH3:43])=[O:39] |f:1.2.3|. Procedure: In a 0.3-liter four-necked flask, 15.0 g (88.5 mmol) of 2-amino-6-chloropurine (manufactured by Sumika Fine Chemicals Co., Ltd.) and 26.9 g (194.6 mmol) of potassium carbonate were added to 195 ml of dimethylsulfoxide, and 8.0 g (442.5 mmol) of water was then added to the resulting mixture. The resulting mixture was stirred at room temperature. Next, 42.2 g (132.9 mmol) of diisopropyl 2,2,2-trichloroethylidenemalonate, which was prepared by the process described in U.S. Pat. No. 3,495,012, was a... Starting materials: ClC1=NC2=CC(=C(C=C2C(=N1)N1CCC(CC1)CCNC(C1=C(C=CC(=C1)C)[N+](=O)[O-])=O)OC)OC (1-(2-Chloro-6,7-dimethoxy-4-quinazolinyl)-4-[2-(5-methyl-2-nitrobenzoylamino)ethyl]piperidine), N(CCO)CCO (diethanolamine). Yields the product OCCN(C1=NC2=CC(=C(C=C2C(=N1)N1CCC(CC1)CCNC(C1=C(C=CC(=C1)C)[N+](=O)[O-])=O)OC)OC)CCO (1-[2-Bis(2-hydroxyethyl)amino-6,7-dimethoxy-4-quinazolinyl]-4-[2-(5-methyl-2-nitrobenzoylamino)ethyl]piperidine). Yield: 71.0%. As a reaction SMILES: Cl[C:2]1[N:11]=[C:10]([N:12]2[CH2:17][CH2:16][CH:15]([CH2:18][CH2:19][NH:20][C:21](=[O:32])[C:22]3[CH:27]=[C:26]([CH3:28])[CH:25]=[CH:24][C:23]=3[N+:29]([O-:31])=[O:30])[CH2:14][CH2:13]2)[C:9]2[C:4](=[CH:5][C:6]([O:35][CH3:36])=[C:7]([O:33][CH3:34])[CH:8]=2)[N:3]=1.[NH:37]([CH2:41][CH2:42][OH:43])[CH2:38][CH2:39][OH:40]>>[OH:40][CH2:39][CH2:38][N:37]([CH2:41][CH2:42][OH:43])[C:2]1[N:11]=[C:10]([N:12]2[CH2:17][CH2:16][CH:15]([CH2:18][CH2:19][NH:20][C:21](=[O:32])[C:22]3[CH:27]=[C:26]([CH3:28])[CH:25]=[CH:24][C:23]=3[N+:29]([O-:31])=[O:30])[CH2:14][CH2:13]2)[C:9]2[C:4](=[CH:5][C:6]([O:35][CH3:36])=[C:7]([O:33][CH3:34])[CH:8]=2)[N:3]=1. Reported procedure: The same procedure as in Reference Example 11 was repeated, except that 4.0 g (7.80 mmol) of Compound m was used, and diethanolamine was used in place of morpholine, to give 3.24 g (yield: 71%) of Compound o as white crystals. The reactants are C(CCC)[Li] (n-butyllithium), COC1=CC=C(C=C1)C=1SC=CC1 (2-(4-methoxyphenyl)thiophene), C(=O)=O (dry ice), CC(=O)C (acetone), C(=O)=O (CO2). The solvent is CCOCC (ether), CCOCC (ether). Run at time 3 hour. The product is COC1=CC=C(C=C1)C1=CC=C(S1)C(=O)O (5-(4-methoxyphenyl)-2-thienoic acid). Isolated yield 50.0%. RXN SMILES: C([Li])CCC.[CH3:6][O:7][C:8]1[CH:13]=[CH:12][C:11]([C:14]2[S:15][CH:16]=[CH:17][CH:18]=2)=[CH:10][CH:9]=1.[C:19](=[O:21])=[O:20].CC(C)=O>CCOCC>[CH3:6][O:7][C:8]1[CH:9]=[CH:10][C:11]([C:14]2[S:15][C:16]([C:19]([OH:21])=[O:20])=[CH:17][CH:18]=2)=[CH:12][CH:13]=1. Procedure details: To a solution of 6.3 mL of n-butyllithium (2.5 M solution in hexane) in 50 mL of dry ether is added a solution of 3.0 g (15.8 mmol) of 2-(4-methoxyphenyl)thiophene in 20 mL of dry ether under N2 atmosphere. The mixture is stirred at room temperature for 3 hours and then heated at reflux for 30 minutes. After the reaction mixture is cooled to -78° C. with dry ice and acetone bath, dry CO2 gas is bubbled through the reaction mixture for 3 hours and the resulting solution is stirred at room tempera... The reactants are FC=1C=C(CN2C3=CC=C(C=C3C=3CC(CCC23)NC(C(C)C)=O)C=O)C=CC1 (N-[9-(3-fluoro-benzyl)-6-formyl-2,3,4,9-tetrahydro-1H-carbazol-3-yl]-isobutyramide), Cl.CON (methoxyamine hydrochloride salt). The solvent is N1=CC=CC=C1 (pyridine). The product is FC=1C=C(CN2C3=CC=C(C=C3C=3CC(CCC23)NC(C(C)C)=O)C=NOC)C=CC1 (N-[9-(3-Fluoro-benzyl)-6-(methoxyimino-methyl)-2,3,4,9-tetrahydro-1H-carbazol-3-yl]-isobutyramide). Isolated yield 33.7%. As a reaction SMILES: [F:1][C:2]1[CH:3]=[C:4]([CH:27]=[CH:28][CH:29]=1)[CH2:5][N:6]1[C:18]2[CH2:17][CH2:16][CH:15]([NH:19][C:20](=[O:24])[CH:21]([CH3:23])[CH3:22])[CH2:14][C:13]=2[C:12]2[C:7]1=[CH:8][CH:9]=[C:10]([CH:25]=O)[CH:11]=2.Cl.[CH3:31][O:32][NH2:33]>N1C=CC=CC=1>[F:1][C:2]1[CH:3]=[C:4]([CH:27]=[CH:28][CH:29]=1)[CH2:5][N:6]1[C:18]2[CH2:17][CH2:16][CH:15]([NH:19][C:20](=[O:24])[CH:21]([CH3:22])[CH3:23])[CH2:14][C:13]=2[C:12]2[C:7]1=[CH:8][CH:9]=[C:10]([CH:25]=[N:33][O:32][CH3:31])[CH:11]=2 |f:1.2|. Reported procedure: Add N-[9-(3-fluoro-benzyl)-6-formyl-2,3,4,9-tetrahydro-1H-carbazol-3-yl]-isobutyramide (Example 197) (crude, 506 mg, 1.29 mmol) to a suspension of methoxyamine hydrochloride salt (140 mg, 1.48 mmol) and pyridine (10 mL). Stir the reaction at ambient temperature for 12 h. Remove the pyridine under vacuum and dissolve the resultant residue in ethyl acetate (100 mL). Wash with saturated aqueous copper sulfate (2×50 mL) and water (2×50 mL). Separate the organic layer and dry over magnesium sulfate, ...